The task is: describe an organic reaction: reactants, conditions, products, and yield. This data is from the Open Reaction Database (ORD), a public repository of structured organic reaction records. The reactants are ClC1=CC=C2C=CNC2=C1Cl (6,7-dichloroindole), O.Cl.N1CCC(CC1)=O (4-piperidone hydrochloride hydrate). The product is ClC1=CC=C2C(=CNC2=C1Cl)C=1CCNCC1 (6,7-dichloro-3-(1,2,3,6-tetrahydropyridin-4-yl)-1H-indole). Reaction SMILES: [Cl:1][C:2]1[C:10]([Cl:11])=[C:9]2[C:5]([CH:6]=[CH:7][NH:8]2)=[CH:4][CH:3]=1.O.Cl.[NH:14]1[CH2:19][CH2:18][C:17](=O)[CH2:16][CH2:15]1>>[Cl:1][C:2]1[C:10]([Cl:11])=[C:9]2[C:5]([C:6]([C:17]3[CH2:18][CH2:19][NH:14][CH2:15][CH:16]=3)=[CH:7][NH:8]2)=[CH:4][CH:3]=1 |f:1.2.3|. Procedure: The title compound was prepared in a fashion similar to that described in Preparation 30 from 6,7-dichloroindole (1.4 g, 7.5 mmol) and 4-piperidone hydrochloride hydrate (2.3 g, 15 mmol). The product was isolated as a white solid. Yield 1.8 g (89%). mp 252°-254° C. FDMS m/e=268 (M+ of free base). Starting materials: Cl (HCl), FC=1C=CC2=C(N(C(=N2)[C@H](C)NC(OC(C)(C)C)=O)C2=CC=CC=C2)C1 ((S)-tert-butyl 1-(6-fluoro-1-phenyl-1H-benzo[d]imidazol-2-yl)ethylcarbamate). Solvent: O1CCOCC1 (1,4-dioxane), C(Cl)Cl (DCM). Yields the product FC=1C=CC2=C(N(C(=N2)[C@H](C)N)C2=CC=CC=C2)C1 ((S)-1-(6-fluoro-1-phenyl-1H-benzo[d]imidazol-2-yl)ethanamine). Reaction SMILES: Cl.[F:2][C:3]1[CH:4]=[CH:5][C:6]2[N:10]=[C:9]([C@@H:11]([NH:13]C(=O)OC(C)(C)C)[CH3:12])[N:8]([C:21]3[CH:26]=[CH:25][CH:24]=[CH:23][CH:22]=3)[C:7]=2[CH:27]=1>O1CCOCC1.C(Cl)Cl>[F:2][C:3]1[CH:4]=[CH:5][C:6]2[N:10]=[C:9]([C@@H:11]([NH2:13])[CH3:12])[N:8]([C:21]3[CH:22]=[CH:23][CH:24]=[CH:25][CH:26]=3)[C:7]=2[CH:27]=1. Reported procedure: 4.0 M HCl in 1,4-dioxane (1.0 mL) was added to a solution of (S)-tert-butyl 1-(6-fluoro-1-phenyl-1H-benzo[d]imidazol-2-yl)ethylcarbamate (12 mg, 0.034 mmol) in DCM (1 mL). After ˜2 h the reaction mixture was concentrated under reduced pressure to dryness. The resulting solid was partitioned between DCM and satd. aq. NaHCO3 solution. The aq. layer was extracted with DCM. The organic layers were combined, dried with Na2SO4, filtered and concentrated under reduced pressure to give (S)-1-(6-fluoro-1... The reactants are ClC1=CC=C(C(=O)Cl)C=C1 (4-chlorobenzoyl chloride), C(#N)[S-].[K+] (KSCN). Run in C1(=CC=CC=C1)C (toluene), C1(=CC=CC=C1)C (toluene). The product is ClC1=CC=C(C(=O)N=C=S)C=C1 (4-Chlorobenzoyl-isothiocyanate). RXN SMILES: [Cl:1][C:2]1[CH:10]=[CH:9][C:5]([C:6](Cl)=[O:7])=[CH:4][CH:3]=1.[C:11]([S-:13])#[N:12].[K+]>C1(C)C=CC=CC=1>[Cl:1][C:2]1[CH:10]=[CH:9][C:5]([C:6]([N:12]=[C:11]=[S:13])=[O:7])=[CH:4][CH:3]=1 |f:1.2|. Reported procedure: A solution of 4-chlorobenzoyl chloride (127.1 ml) in 100 ml of dry toluene is added to a vigorously stirred suspension of dried KSCN (106.90 g) in about one liter of dried toluene. The reaction mixture is heated to reflux and after addition is completed the mixture is refluxed overnight. The reaction mixture is allowed to cool, KCl filtered and the filtrate evaporated leaving a reddish residue which solidifies on standing. The residue is vacuum distilled, using a steam filled condenser, yielding...